This data is from the Open Reaction Database (ORD), a public repository of structured organic reaction records. The task is: describe an organic reaction: reactants, conditions, products, and yield Reactants: N1=CC=C(C=C1)CCC(C(=O)OCC)C(=O)OCC (diethyl β-(4-pyridyl)-ethylmalonate). Run in C(C)O (ethanol), [OH-].[Na+] (NaOH). Yields the product N1=CC=C(C=C1)CCCC(=O)OC (methyl 4-(4-pyridyl)butanoate). The yield is 89.0%. As a reaction SMILES: [N:1]1[CH:6]=[CH:5][C:4]([CH2:7][CH2:8][CH:9](C(OCC)=O)[C:10]([O:12][CH2:13]C)=[O:11])=[CH:3][CH:2]=1>C(O)C.[OH-].[Na+]>[N:1]1[CH:6]=[CH:5][C:4]([CH2:7][CH2:8][CH2:9][C:10]([O:12][CH3:13])=[O:11])=[CH:3][CH:2]=1 |f:2.3|. Procedure details: A solution of diethyl β-(4-pyridyl)-ethylmalonate (25 g, 94 mmol) in ethanol (100 mL) and NaOH (1M, 200 mL) was refluxed for 2 hours. The ethanol was removed by distillation, and the solution was acidified with concentrated H2SO4. The resulting solution was refluxed for 30 minutes, and the pH was adjusted to 4. The solvent was removed and the residue was dried under vacuum. The residue was taken up in methanol (300 mL), trimethyl orthoformate (10 mL) and H2SO4 (5 mL), and the resulting solution ... Reactants: COC(=O)c1ccc(Cl)cc1NC(=O)C(C)c1ccc([N+](=O)[O-])cc1, Cl, [H-], [Na+], CN(C)C=O. Yields the product CC1(c2ccc([N+](=O)[O-])cc2)C(=O)Nc2cc(Cl)ccc2C1=O. As a reaction SMILES: [CH3:3][O:4][C:5]([c:6]1[c:7]([NH:13][C:14]([CH:15]([CH3:16])[c:17]2[cH:18][cH:19][c:20]([N+:23](=[O:24])[O-:25])[cH:21][cH:22]2)=[O:26])[cH:8][c:9]([Cl:12])[cH:10][cH:11]1)=[O:27].[ClH:28].[H-:1].[Na+:2].[O:29]=[CH:30][N:31]([CH3:32])[CH3:33]>>[O:4]=[C:5]1[c:6]2[c:7]([cH:8][c:9]([Cl:12])[cH:10][cH:11]2)[NH:13][C:14](=[O:26])[C:15]1([CH3:16])[c:17]1[cH:18][cH:19][c:20]([N+:23](=[O:24])[O-:25])[cH:21][cH:22]1. Reactants: ClC1=NC2=CC=C(C=C2C=C1C(=O)O)Cl (2,6-dichloroquinoline-3-carboxylic acid), N[C@H](C(=O)O)CC1=CC=C(C=C1)OC1=NC=CC=C1C(F)(F)F ((S)-2-amino-3-[4-(3-trifluoromethyl-pyridin-2-yloxy)-phenyl]-propionic acid). Run in CS(=O)C (DMSO). Product: C(=O)(O)[C@H](CC1=CC=C(C=C1)OC1=NC=CC=C1C(F)(F)F)NC1=NC2=CC=C(C=C2C=C1C(=O)O)Cl (2-{(S)-1-Carboxy-2-[4-(3-trifluoromethyl-pyridin-2-yloxy)-phenyl]-ethylamino}-6-chloro-quinoline-3-carboxylic acid). Reaction SMILES: Cl[C:2]1[C:11]([C:12]([OH:14])=[O:13])=[CH:10][C:9]2[C:4](=[CH:5][CH:6]=[C:7]([Cl:15])[CH:8]=2)[N:3]=1.[NH2:16][C@@H:17]([CH2:21][C:22]1[CH:27]=[CH:26][C:25]([O:28][C:29]2[C:34]([C:35]([F:38])([F:37])[F:36])=[CH:33][CH:32]=[CH:31][N:30]=2)=[CH:24][CH:23]=1)[C:18]([OH:20])=[O:19]>CS(C)=O>[C:18]([C@@H:17]([NH:16][C:2]1[C:11]([C:12]([OH:14])=[O:13])=[CH:10][C:9]2[C:4](=[CH:5][CH:6]=[C:7]([Cl:15])[CH:8]=2)[N:3]=1)[CH2:21][C:22]1[CH:27]=[CH:26][C:25]([O:28][C:29]2[C:34]([C:35]([F:38])([F:36])[F:37])=[CH:33][CH:32]=[CH:31][N:30]=2)=[CH:24][CH:23]=1)([OH:20])=[O:19]. Procedure: In close analogy to the procedure described in Example 109c, 2,6-dichloroquinoline-3-carboxylic acid is reacted with (S)-2-amino-3-[4-(3-trifluoromethyl-pyridin-2-yloxy)-phenyl]-propionic acid (prepared by analogy to Example 109a,b) in DMSO to provide the title compound in good yield. Starting materials: CCOc1cc(CO)cc(OCC(C)C)c1, CN(C)C=O, O=[Mn]=O. Product: CCOc1cc(C=O)cc(OCC(C)C)c1. Reaction SMILES: [CH2:1]([CH3:2])[O:3][c:4]1[cH:5][c:6]([CH2:15][OH:16])[cH:7][c:8]([O:10][CH2:11][CH:12]([CH3:13])[CH3:14])[cH:9]1.[O:17]=[CH:18][N:19]([CH3:20])[CH3:21].[O:22]=[Mn:23]=[O:24]>>[CH2:1]([CH3:2])[O:3][c:4]1[cH:5][c:6]([CH:15]=[O:16])[cH:7][c:8]([O:10][CH2:11][CH:12]([CH3:13])[CH3:14])[cH:9]1. Starting materials: BrCC(=O)Br (Bromo-acetyl bromide), NC1=C(C=C(C=C1)C(C1=CN=CN1C)(O)C1=CC=C(C=C1)Cl)C(=O)C1=CC(=CC=C1)Cl ((±)-[2-amino-5-[(4-chlorophenyl)hydroxy(1-methyl-1H-imidazol-5-yl)methyl]phenyl](3-chlorophenyl)methanone), CCOC(=O)C (EtOAc), [OH-].[Na+] (NaOH). Solvent: C(C)(=O)O (acetic acid). Run at time 15 minute. Yields the product BrCC(=O)NC1=C(C=C(C=C1)C(C1=CN=CN1C)(O)C1=CC=C(C=C1)Cl)C(C1=CC(=CC=C1)Cl)=O (2-bromo-N-[2-(3-chlorobenzoyl)-4-[(4-chlorophenyl)hydroxy(1-methyl-1H-imidazol-5-yl)methyl]phenyl]-acetamide). Isolated yield 92.9%. RXN SMILES: [Br:1][CH2:2][C:3](Br)=[O:4].[NH2:6][C:7]1[CH:12]=[CH:11][C:10]([C:13]([C:21]2[CH:26]=[CH:25][C:24]([Cl:27])=[CH:23][CH:22]=2)([OH:20])[C:14]2[N:18]([CH3:19])[CH:17]=[N:16][CH:15]=2)=[CH:9][C:8]=1[C:28]([C:30]1[CH:35]=[CH:34][CH:33]=[C:32]([Cl:36])[CH:31]=1)=[O:29].CCOC(C)=O.[OH-].[Na+]>C(O)(=O)C>[Br:1][CH2:2][C:3]([NH:6][C:7]1[CH:12]=[CH:11][C:10]([C:13]([C:21]2[CH:22]=[CH:23][C:24]([Cl:27])=[CH:25][CH:26]=2)([OH:20])[C:14]2[N:18]([CH3:19])[CH:17]=[N:16][CH:15]=2)=[CH:9][C:8]=1[C:28](=[O:29])[C:30]1[CH:35]=[CH:34][CH:33]=[C:32]([Cl:36])[CH:31]=1)=[O:4] |f:3.4|. Procedure details: Bromo-acetyl bromide (0.0138 mol) was added slowly at 5° C. to a mixture of (±)-[2-amino-5-[(4-chlorophenyl)hydroxy(1-methyl-1H-imidazol-5-yl)methyl]phenyl](3-chlorophenyl)methanone (prepared as described in WO 97/21701) (0.0137 mol) in acetic acid (60 ml). The mixture was stirred for 15 min and poured out into EtOAc and NaOH 0.5N. The organic layer was separated, washed with water, dried (MgSO4), filtered and the solvent was evaporated till dryness, yielding 7.3 g (93%) of 2-bromo-N-[2-(3-chlor... Reactants: C(C)(C)(C)OC(=O)N1[C@H](CN(CC1)C(=O)C1=CC=CC2=CC=CC=C12)CCCC (1-tert-Butoxycarbonyl-2(S)-n-butyl-4-(1-naphthoyl)piperazine), Cl (HCl). Run at temperature -40 celsius. Solvent: C(C)(=O)OCC (ethyl acetate). Reaction SMILES: C(OC([N:8]1[CH2:13][CH2:12][N:11]([C:14]([C:16]2[C:25]3[C:20](=[CH:21][CH:22]=[CH:23][CH:24]=3)[CH:19]=[CH:18][CH:17]=2)=[O:15])[CH2:10][C@@H:9]1[CH2:26][CH2:27][CH2:28][CH3:29])=O)(C)(C)C.[ClH:30]>C(OCC)(=O)C>[ClH:30].[CH2:26]([C@H:9]1[CH2:10][N:11]([C:14]([C:16]2[C:25]3[C:20](=[CH:21][CH:22]=[CH:23][CH:24]=3)[CH:19]=[CH:18][CH:17]=2)=[O:15])[CH2:12][CH2:13][NH:8]1)[CH2:27][CH2:28][CH3:29] |f:3.4|. Yields the product Cl.C(CCC)[C@@H]1NCCN(C1)C(=O)C1=CC=CC2=CC=CC=C12 (2(S)-n-Butyl-4-(1-naphthoyl)piperazine hydrochloride). Reported procedure: The product from Step D was dissolved in ethyl acetate, cooled to -40° C. under nitrogen, and the solution saturated with HCl(g). The solution was warmed to 0° C. for 30 min, and then purged with nitrogen. The solvent was removed in vacuo. The product was evaporated from ethyl acetate three times. The title compound was obtained as a white solid. The reactants are [N+](=O)([O-])C1=C(C=CC(=C1)[N+](=O)[O-])CCO (2-(2,4-dinitrophenyl)ethanol), FC(C1=CC=C(C=C1)/C=C/C(=O)O)(OC1=CC=C(C=C1)OCCCC(F)(F)F)F ((2E)-3-(4-{difluoro[4-(4,4,4-trifluorobutoxy)phenoxy]methyl}phenyl)prop-2-enoic acid), Cl.CN(CCCN=C=NCC)C (N-(3-dimethylaminopropyl)-N′-ethylcarbodiimide hydrochloride). The reagents and catalysts are CN(C1=CC=NC=C1)C (4-di-methylaminopyridine). Solvent: ClCCl (dichloromethane). Run at temperature 0 celsius, time 1 hour. Yields the product FC(C1=CC=C(C=C1)/C=C/C(=O)OCCC1=C(C=C(C=C1)[N+](=O)[O-])[N+](=O)[O-])(OC1=CC=C(C=C1)OCCCC(F)(F)F)F (2-(2,4-dinitrophenyl)ethyl (2E)-3-(4-{difluoro[4-(4,4,4-trifluorobutoxy)phenoxy]methyl}phenyl)prop-2-enoate). Isolated yield 70.9%. Reaction SMILES: [N+:1]([C:4]1[CH:9]=[C:8]([N+:10]([O-:12])=[O:11])[CH:7]=[CH:6][C:5]=1[CH2:13][CH2:14][OH:15])([O-:3])=[O:2].[F:16][C:17]([F:44])([O:29][C:30]1[CH:35]=[CH:34][C:33]([O:36][CH2:37][CH2:38][CH2:39][C:40]([F:43])([F:42])[F:41])=[CH:32][CH:31]=1)[C:18]1[CH:23]=[CH:22][C:21](/[CH:24]=[CH:25]/[C:26](O)=[O:27])=[CH:20][CH:19]=1.Cl.CN(C)CCCN=C=NCC>CN(C)C1C=CN=CC=1.ClCCl>[F:16][C:17]([F:44])([O:29][C:30]1[CH:35]=[CH:34][C:33]([O:36][CH2:37][CH2:38][CH2:39][C:40]([F:42])([F:41])[F:43])=[CH:32][CH:31]=1)[C:18]1[CH:23]=[CH:22][C:21](/[CH:24]=[CH:25]/[C:26]([O:15][CH2:14][CH2:13][C:5]2[CH:6]=[CH:7][C:8]([N+:10]([O-:12])=[O:11])=[CH:9][C:4]=2[N+:1]([O-:3])=[O:2])=[O:27])=[CH:20][CH:19]=1 |f:2.3|. Reported procedure: 2.50 g (11.8 mmol) of 2-(2,4-dinitrophenyl)ethanol, 4.91 g (11.8 mmol) of (2E)-3-(4-{difluoro[4-(4,4,4-trifluorobutoxy)phenoxy]methyl}phenyl)prop-2-enoic acid, 144 mg (1.2 mmol) of 4-di-methylaminopyridine are dissolved in 30 mL of dichloromethane. 2.48 g (13.0 mmol) of N-(3-dimethylaminopropyl)-N′-ethylcarbodiimide hydrochloride (EDC hydrochloride) are added at 0° C. The solution is stirred for 1 h at 0° C. and allowed to stir at room temperature overnight. After 22 hours at room temperature, t... Starting materials: C([O-])([O-])=O.[K+].[K+] (potassium carbonate), BrC=1C=C2C(=CN(C(C2=CC1)=O)CC(CO)(C)C)C=O (6-Bromo-2-(3-hydroxy-2,2-dimethylpropyl)-1-oxo-1,2-dihydroisoquinoline-4-carbaldehyde), Pd-118, BrC=1C=C2C(=CN(C(C2=CC1)=O)CC(CO)(C)C)C=O (6-Bromo-2-(3-hydroxy-2,2-dimethylpropyl)-1-oxo-1,2-dihydroisoquinoline-4-carbaldehyde), C1(CC1)NC(C1=CC(=C(C(=C1)B1OC(C(O1)(C)C)(C)C)C)F)=O (N-cyclopropyl-3-fluoro-4-methyl-5-(4,4,5,5-tetramethyl-1,3,2-dioxaborolan-2-yl)benzamide). Solvent: O (water), CN(C)C=O (DMF). Yields the product C1(CC1)NC(C1=CC(=C(C(=C1)C=1C=C2C(=CN(C(C2=CC1)=O)CC(CO)(C)C)C=O)C)F)=O (N-Cyclopropyl-3-fluoro-5-[4-formyl-2-(3-hydroxy-2,2-dimethylpropyl)-1-oxo-1,2-dihydroisoquinolin-6-yl]-4-methylbenzamide). The yield is 64.8%. As a reaction SMILES: Br[C:2]1[CH:3]=[C:4]2[C:9](=[CH:10][CH:11]=1)[C:8](=[O:12])[N:7]([CH2:13][C:14]([CH3:18])([CH3:17])[CH2:15][OH:16])[CH:6]=[C:5]2[CH:19]=[O:20].[CH:21]1([NH:24][C:25](=[O:43])[C:26]2[CH:31]=[C:30](B3OC(C)(C)C(C)(C)O3)[C:29]([CH3:41])=[C:28]([F:42])[CH:27]=2)[CH2:23][CH2:22]1.C(=O)([O-])[O-].[K+].[K+]>CN(C=O)C.O>[CH:21]1([NH:24][C:25](=[O:43])[C:26]2[CH:31]=[C:30]([C:2]3[CH:3]=[C:4]4[C:9](=[CH:10][CH:11]=3)[C:8](=[O:12])[N:7]([CH2:13][C:14]([CH3:18])([CH3:17])[CH2:15][OH:16])[CH:6]=[C:5]4[CH:19]=[O:20])[C:29]([CH3:41])=[C:28]([F:42])[CH:27]=2)[CH2:22][CH2:23]1 |f:2.3.4|. Procedure details: 6-Bromo-2-(3-hydroxy-2,2-dimethylpropyl)-1-oxo-1,2-dihydroisoquinoline-4-carbaldehyde (Example 26d 16.8 g), N-cyclopropyl-3-fluoro-4-methyl-5-(4,4,5,5-tetramethyl-1,3,2-dioxaborolan-2-yl)benzamide (20.61 g), Pd-118 (1.619 g) and potassium carbonate (17.16 g) in DMF (140 mL) was heated to 70° C. for 4 h under nitrogen. The mixture was cooled, diluted with water (250 mL), and extracted with ethyl acetate (300 mL). The separated organic layer was dried (MgSO4), filtered and evaporated. The residue ... Starting materials: Cl (HCl), C(C1=CC=CC=C1)[C@@H]1N(C(OC1)=O)C(CCC)=O ((4S)-4-benzyl-3-butanoyl-oxazolidin-2-one), C[Si](C)(C)[N-][Si](C)(C)C.[Na+] (sodium bis(trimethylsilyl)amide), FC(C1=CC=C(CBr)C=C1)(F)F (4-trifluoromethylbenzyl bromide). Solvent: C1CCOC1 (THF), C1CCOC1 (THF). Run at temperature -68 celsius, time 30 minute. The product is C(C1=CC=CC=C1)[C@@H]1N(C(OC1)=O)C([C@H](CC)CC1=CC=C(C=C1)C(F)(F)F)=O ((4S)-4-benzyl-3-[(2R)-2-[[4-(trifluoromethyl)phenyl]methyl]butanoyl]oxazolidin-2-one). Isolated yield 61.1%. RXN SMILES: [CH2:1]([C@H:8]1[CH2:12][O:11][C:10](=[O:13])[N:9]1[C:14](=[O:18])[CH2:15][CH2:16][CH3:17])[C:2]1[CH:7]=[CH:6][CH:5]=[CH:4][CH:3]=1.C[Si]([N-][Si](C)(C)C)(C)C.[Na+].[F:29][C:30]([F:40])([F:39])[C:31]1[CH:38]=[CH:37][C:34]([CH2:35]Br)=[CH:33][CH:32]=1.Cl>C1COCC1>[CH2:1]([C@H:8]1[CH2:12][O:11][C:10](=[O:13])[N:9]1[C:14](=[O:18])[C@@H:15]([CH2:35][C:34]1[CH:33]=[CH:32][C:31]([C:30]([F:29])([F:39])[F:40])=[CH:38][CH:37]=1)[CH2:16][CH3:17])[C:2]1[CH:3]=[CH:4][CH:5]=[CH:6][CH:7]=1 |f:1.2|. Procedure details: To a 3-necked 5 L RBF is added THF (2 L) and (4S)-4-benzyl-3-butanoyl-oxazolidin-2-one (270 g 1.09 moles) under N2. The resulting solution is cooled to −68° C. in an acetone-dry ice bath. To the cold solution is added sodium bis(trimethylsilyl)amide (1320 mL of 1M THF solution; 1.32 moles) dropwise over 1.5 h while the internal temperature is held between −68 to −60° C. Upon completion of the addition, the reaction is stirred at −68° C. for 30 min. To the cold solution is then added 4-trifluorom... The reactants are CC(C)(C)[Si](C)(C)Cl (TBDMS-Cl), OC(CC#N)C1=CC(=CC=C1)[N+](=O)[O-] (3-hydroxy-3-(3-nitrophenyl)propanenitrile), TEA. The solvent is CN(C)C=O (DMF). Reaction conditions: time 4 hour. Product: [Si](C)(C)(C(C)(C)C)OC(CC#N)C1=CC(=CC=C1)[N+](=O)[O-] (3(tert-butyldimethylsilyloxy)-3-(3-nitrophenyl)propanenitrile). RXN SMILES: [CH3:1][C:2]([Si:5](Cl)([CH3:7])[CH3:6])([CH3:4])[CH3:3].[OH:9][CH:10]([C:14]1[CH:19]=[CH:18][CH:17]=[C:16]([N+:20]([O-:22])=[O:21])[CH:15]=1)[CH2:11][C:12]#[N:13]>CN(C=O)C>[Si:5]([O:9][CH:10]([C:14]1[CH:19]=[CH:18][CH:17]=[C:16]([N+:20]([O-:22])=[O:21])[CH:15]=1)[CH2:11][C:12]#[N:13])([C:2]([CH3:4])([CH3:3])[CH3:1])([CH3:7])[CH3:6]. Reported procedure: TBDMS-Cl (2.7 g, 18.24 mmol) was added at 0° C. to a stirred solution of aniline 11 (3 g, 15.62 mmol) and TEA (1.73 g, 17.18 mmoles) in DMF and the reaction mixture was stirred at RT for 4 h. The reaction mixture was partitioned between EtOAc and water. Organic layer was washed with water 2×, dried over sodium sulfate and concentrated under reduced pressure to give 3(tert-butyldimethylsilyloxy)-3-(3-nitrophenyl)propanenitrile as colorless liquid. Yield (4.0 g, 83%); 1H NMR (400 MHz, DMSO-d6) δ 8...